Dataset: the Open Reaction Database (ORD), a public repository of structured organic reaction records. Task: describe an organic reaction: reactants, conditions, products, and yield Reactants: CN(C)c1ccncc1, O=C(Cl)c1ccc2n1Cc1ccccc1N(C(=O)c1ccc(C3CCCCC3)cc1)C2, CCN(C(C)C)C(C)C, ClCCl, C1CCN(C2CCNCC2)C1. Product: O=C(c1ccc2n1Cc1ccccc1N(C(=O)c1ccc(C3CCCCC3)cc1)C2)N1CCC(N2CCCC2)CC1. As a reaction SMILES: [CH3:55][N:56]([CH3:57])[c:58]1[cH:59][cH:60][n:61][cH:62][cH:63]1.[CH:1]1([c:7]2[cH:8][cH:9][c:10]([C:11](=[O:12])[N:13]3[CH2:14][c:15]4[n:16]([c:24]([C:27](=[O:28])[Cl:29])[cH:25][cH:26]4)[CH2:17][c:18]4[c:19]3[cH:20][cH:21][cH:22][cH:23]4)[cH:30][cH:31]2)[CH2:2][CH2:3][CH2:4][CH2:5][CH2:6]1.[CH:43]([N:44]([CH2:45][CH3:46])[CH:47]([CH3:48])[CH3:49])([CH3:50])[CH3:51].[Cl:52][CH2:53][Cl:54].[N:32]1([CH:37]2[CH2:38][CH2:39][NH:40][CH2:41][CH2:42]2)[CH2:33][CH2:34][CH2:35][CH2:36]1>>[CH:1]1([c:7]2[cH:8][cH:9][c:10]([C:11](=[O:12])[N:13]3[CH2:14][c:15]4[n:16]([c:24]([C:27](=[O:28])[N:40]5[CH2:39][CH2:38][CH:37]([N:32]6[CH2:33][CH2:34][CH2:35][CH2:36]6)[CH2:42][CH2:41]5)[cH:25][cH:26]4)[CH2:17][c:18]4[c:19]3[cH:20][cH:21][cH:22][cH:23]4)[cH:30][cH:31]2)[CH2:2][CH2:3][CH2:4][CH2:5][CH2:6]1. Reactants: FC1=CC=C(COC=2N=NC=C3C2N(C(=C3CO)C)C[C@@H]3[C@H](C3)C)C=C1 (7-(4-fluorobenzyloxy)-3-hydroxymethyl-2-methyl-1-[(1S,2S)-2-methylcyclopropylmethyl]pyrrolo[2,3-d]pyridazine). The reagents and catalysts are [O-2].[O-2].[Mn+4] (manganese dioxide). The solvent is C(Cl)Cl (methylene chloride). Conditions: time 18 hour. Yields the product FC1=CC=C(COC=2N=NC=C3C2N(C(=C3C=O)C)C[C@@H]3[C@H](C3)C)C=C1 (7-(4-Fluorobenzyloxy)-3-formyl-2-methyl-1-[(1S,2S)-2-methylcyclopropylmethyl]pyrrolo[2,3-d]pyridazine). Yield: 69.3%. RXN SMILES: [F:1][C:2]1[CH:26]=[CH:25][C:5]([CH2:6][O:7][C:8]2[N:9]=[N:10][CH:11]=[C:12]3[C:16]([CH2:17][OH:18])=[C:15]([CH3:19])[N:14]([CH2:20][C@H:21]4[CH2:23][C@@H:22]4[CH3:24])[C:13]=23)=[CH:4][CH:3]=1>C(Cl)Cl.[O-2].[O-2].[Mn+4]>[F:1][C:2]1[CH:3]=[CH:4][C:5]([CH2:6][O:7][C:8]2[N:9]=[N:10][CH:11]=[C:12]3[C:16]([CH:17]=[O:18])=[C:15]([CH3:19])[N:14]([CH2:20][C@H:21]4[CH2:23][C@@H:22]4[CH3:24])[C:13]=23)=[CH:25][CH:26]=1 |f:2.3.4|. Reported procedure: To a solution of 7-(4-fluorobenzyloxy)-3-hydroxymethyl-2-methyl-1-[(1S,2S)-2-methylcyclopropylmethyl]pyrrolo[2,3-d]pyridazine (64.3 g, 181 mmol) in methylene chloride (900 ml) was added activated manganese dioxide (472 g, 5.43 mol) at room temperature. The mixture was stirred at room temperature for 18 hours. The reaction mixture was filtered through celite (trade mark) and the filtrate was concentrated in vacuo. The crude crystals (45.7 g) were washed with ethyl acetate and hexane to give the t... Starting materials: resultant mixture, O (water), C(C)(=O)C1=CC=CC=C1 (acetophenone), [OH-].[Na+] (sodium hydroxide), C(C)(=O)NC1=C(C=C(C=O)C=C1)[N+](=O)[O-] (4-acetylamino-3-nitrobenzaldehyde). Run in C(C)O (ethanol). The product is NC1=C(C=C(C=C1)C=CC(=O)C1=CC=CC=C1)[N+](=O)[O-] (3-(4-amino-3-nitrophenyl)-1-phenyl-2-propen-1-one). The yield is 94.8%. As a reaction SMILES: [C:1]([C:4]1[CH:9]=[CH:8][CH:7]=[CH:6][CH:5]=1)(=[O:3])[CH3:2].[OH-].[Na+].C([NH:15][C:16]1[CH:23]=[CH:22][C:19]([CH:20]=O)=[CH:18][C:17]=1[N+:24]([O-:26])=[O:25])(=O)C.O>C(O)C>[NH2:15][C:16]1[CH:23]=[CH:22][C:19]([CH:20]=[CH:2][C:1]([C:4]2[CH:9]=[CH:8][CH:7]=[CH:6][CH:5]=2)=[O:3])=[CH:18][C:17]=1[N+:24]([O-:26])=[O:25] |f:1.2|. Reported procedure: To a solution of acetophenone (7.2 g) and 4N-sodium hydroxide solution (14 ml) in ethanol (50 ml) was added 4-acetylamino-3-nitrobenzaldehyde (10.4 g) at ambient temperature under stirring and the resultant mixture was stirred at same condition for 2 hours. To the reaction mixture was added water and precipitate was collected by filtration. The precipitate was suspended in water (300 ml) and the resultant mixture was adjusted to pH 4.0 with 10% hydrochloric acid. The precipitate was collected by... The reactants are CON(C(=O)C=1C=CC2=C(C=C(O2)CCN2[C@@H](CCC2)C)C1)C (N-methoxy-N-methyl-2-{2-[(2R)-2-methyl-1-pyrrolidinyl]ethyl}-1-benzofuran-5-carboxamide), COC1=CC=C(C=C1)[Mg]Br (4-methoxyphenylmagnesium bromide). Product: COC1=CC=C(C=C1)C(=O)C=1C=CC2=C(C=C(O2)CCN2[C@@H](CCC2)C)C1 ((4-methoxyphenyl)(2-{2-[(2R)-2-methyl-1-pyrrolidinyl]ethyl}-1-benzofuran-5-yl)methanone). RXN SMILES: CON(C)[C:4]([C:6]1[CH:7]=[CH:8][C:9]2[O:13][C:12]([CH2:14][CH2:15][N:16]3[CH2:20][CH2:19][CH2:18][C@H:17]3[CH3:21])=[CH:11][C:10]=2[CH:22]=1)=[O:5].[CH3:24][O:25][C:26]1[CH:31]=[CH:30][C:29]([Mg]Br)=[CH:28][CH:27]=1>>[CH3:24][O:25][C:26]1[CH:31]=[CH:30][C:29]([C:4]([C:6]2[CH:7]=[CH:8][C:9]3[O:13][C:12]([CH2:14][CH2:15][N:16]4[CH2:20][CH2:19][CH2:18][C@H:17]4[CH3:21])=[CH:11][C:10]=3[CH:22]=2)=[O:5])=[CH:28][CH:27]=1. Reported procedure: The product from Example 71E and 4-methoxyphenylmagnesium bromide were processed as described in Example 71F to provide the title compound. 1HNMR (CD3OD) δ 1.18 (d, 3H, J=6.1 Hz), 1.46 (m, 1H), 2.01-2.32 (m, 2H), 2.50 (m, 2H), 3.06 (m, 2H), 3.24 (m 2H), 3.88 (s, 3H), 6.67 (s, 1H), 7.05 (d, 2H, J=8.9 Hz), 7.54 (d, 2H, J=8.9 Hz), 7.68 (d, 2H, J=8.9 Hz), 7.80 (d, 2H, J=8.9 Hz), 7.92 (s, 1H); MS (ESI) m/z 364.1 (M++1). The reactants are COC=1C=C(C(=CC1OC)[N+](=O)[O-])Br (3,4-Dimethoxy-6-nitro-bromobenzene), COC=1C=C(C(=CC1OC)[N+](=O)[O-])Br (3,4-Dimethoxy-6-nitro-bromobenzene), COC=1C=C(C=CC1OC)Br (3,4-Dimethoxybromobenzene), [N+](=O)(O)[O-] (nitric acid). Solvent: ice, C(C)(=O)O (acetic acid). Conditions: temperature 10 celsius, time 1 hour. Product: COC1=CC2=C(C=3C=NC=4C=C(C(=CC4C3C=C2)OC)OC)C=C1OC (2,3,8,9-Tetramethoxybenzo[i]phenanthridine). The yield is 92.0%. RXN SMILES: [CH3:1][O:2][C:3]1[CH:4]=[C:5](Br)[C:6]([N+:11]([O-])=O)=[CH:7][C:8]=1[O:9][CH3:10].[CH3:15][O:16][C:17]1[CH:18]=[C:19](Br)[CH:20]=[CH:21][C:22]=1[O:23][CH3:24].[N+]([O-])(O)=O>C(O)(=O)C>[CH3:15][O:16][C:17]1[C:22]([O:23][CH3:24])=[CH:21][C:20]2[C:8]3[CH:7]=[N:11][C:6]4[CH:7]=[C:8]([O:9][CH3:10])[C:3]([O:2][CH3:1])=[CH:4][C:5]=4[C:3]=3[CH:4]=[CH:5][C:19]=2[CH:18]=1. Procedure details: 3,4-Dimethoxy-6-nitro-bromobenzene (16). 3,4-Dimethoxybromobenzene (5 g, 23 mmol) was slowly added to a stirred solution of 35 mL concentrated nitric acid and 105 mL glacial acetic acid maintained at 10° C. The reaction mixture was stirred at 15° C. for 1 h and then diluted with 200 mL ice cold water. The resulting mixture was extracted thrice with 200 mL portions of ether. The combined organic phase was dried and evaporated in vacuo. The crude product was recrystallized from ethanol to give bri... Solvent: C(CCC)O (n-butanol). RXN SMILES: [C:1]([C:9]1[C:14]([C:15]([O:17]CC)=O)=[CH:13][N:12]=[C:11]([NH:20][C:21]2[CH:26]=[CH:25][C:24]([N:27]3[CH2:32][CH2:31][N:30]([CH3:33])[CH2:29][CH2:28]3)=[CH:23][CH:22]=2)[N:10]=1)(=O)[C:2]1[CH:7]=[CH:6][CH:5]=[CH:4][CH:3]=1.[CH3:34][NH:35][NH2:36]>C(O)CCC>[CH3:34][N:35]1[C:15](=[O:17])[C:14]2[CH:13]=[N:12][C:11]([NH:20][C:21]3[CH:22]=[CH:23][C:24]([N:27]4[CH2:28][CH2:29][N:30]([CH3:33])[CH2:31][CH2:32]4)=[CH:25][CH:26]=3)=[N:10][C:9]=2[C:1]([C:2]2[CH:3]=[CH:4][CH:5]=[CH:6][CH:7]=2)=[N:36]1. Procedure details: A solution of Example 3B (50 mg, 0.112 mmol) and methylhydrazine (6.50 μl, 0.123 mmol) in n-butanol (12.5 mL) was heated to 170° C. by microwave irradiation (Biotage Initiator) for 3 hour. The reaction mixture was cooled to room temperature, and the solid was filtered and air-dried to provide the title compound. MS ESI(+) m/z 428.2 [M+H]+; 1H NMR (300 MHz, DMSO-d6): δ ppm 10.34 (s, 1H), 9.29 (s, 1H), 7.94-7.91 (m, 2H), 7.59-7.48 (m, 5H), 6.84 (d, J=8.7 Hz, 2H), 3.75 (s, 3H), 3.13-3.05 (m, 4H), 2... The product is CN1N=C(C2=C(C1=O)C=NC(=N2)NC2=CC=C(C=C2)N2CCN(CC2)C)C2=CC=CC=C2 (6-methyl-2-{[4-(4-methylpiperazin-1-yl)phenyl]amino}-8-phenylpyrimido[4,5-d]pyridazin-5(6H)-one). Starting materials: C(C1=CC=CC=C1)(=O)C1=NC(=NC=C1C(=O)OCC)NC1=CC=C(C=C1)N1CCN(CC1)C (Ethyl 4-benzoyl-2-(4-(4-methylpiperazin-1-yl)phenylamino)pyrimidine-5-carboxylate), CNN (methylhydrazine).